Task: describe an organic reaction: reactants, conditions, products, and yield. Dataset: the Open Reaction Database (ORD), a public repository of structured organic reaction records Starting materials: Br, CCOC(=O)C1(c2ccc(-c3ccc(C(C)=O)cc3)cc2)CC1, Cl, [Na+], [Na+], [Na+], C1COCCO1, [OH-], O, O=S([O-])S(=O)(=O)[O-]. Yields the product CCOC(=O)C1(c2ccc(-c3ccc(C(=O)O)cc3)cc2)CC1. Reaction SMILES: [Br:24].[CH2:1]([CH3:2])[O:3][C:4](=[O:5])[C:6]1([c:9]2[cH:10][cH:11][c:12](-[c:15]3[cH:16][cH:17][c:18]([C:21]([CH3:22])=[O:23])[cH:19][cH:20]3)[cH:13][cH:14]2)[CH2:7][CH2:8]1.[ClH:27].[Na+:26].[Na+:35].[Na+:36].[O:37]1[CH2:38][CH2:39][O:40][CH2:41][CH2:42]1.[OH-:25].[OH2:43].[S:28](=[O:29])([S:30]([O-:31])=[O:32])([O-:33])=[O:34]>>[CH2:1]([CH3:2])[O:3][C:4](=[O:5])[C:6]1([c:9]2[cH:10][cH:11][c:12](-[c:15]3[cH:16][cH:17][c:18]([C:21]([OH:23])=[O:29])[cH:19][cH:20]3)[cH:13][cH:14]2)[CH2:7][CH2:8]1. Starting materials: BrCC(=O)OC (Methyl bromoacetate), resultant mixture, Cl.ClC=1C=C2C=C(NC2=CC1)C(=O)N[C@H]1[C@@H](CNC1)NC(=O)C=1SC=2CN(CCC2N1)C (N-((3R,4R)-4-{[(5-Chloroindol-2-yl)carbonyl]amino}-pyrrolidin-3-yl)-5-methyl-4,5,6,7-tetrahydrothiazolo-[5,4-c]pyridine-2-carboxamide hydrochloride), C([O-])([O-])=O.[K+].[K+] (potassium carbonate). Run in CN(C=O)C (N,N-dimethylformamide), C(C)(=O)OCC (ethyl acetate). The product is ClC=1C=C2C=C(NC2=CC1)C(=O)N[C@@H]1CN(C[C@H]1NC(=O)C=1SC=2CN(CCC2N1)C)CC(=O)OC (Methyl 2-((3R,4R)-3-{[(5-chloroindol-2-yl)carbonyl]-amino}-4-{[(5-methyl-4,5,6,7-tetrahydrothiazolo[5,4-c]-pyridin-2-yl)carbonyl]amino}pyrrolidin-1-yl)acetate). Reaction SMILES: Cl.[Cl:2][C:3]1[CH:4]=[C:5]2[C:9](=[CH:10][CH:11]=1)[NH:8][C:7]([C:12]([NH:14][C@@H:15]1[CH2:19][NH:18][CH2:17][C@H:16]1[NH:20][C:21]([C:23]1[S:24][C:25]3[CH2:26][N:27]([CH3:32])[CH2:28][CH2:29][C:30]=3[N:31]=1)=[O:22])=[O:13])=[CH:6]2.C(=O)([O-])[O-].[K+].[K+].Br[CH2:40][C:41]([O:43][CH3:44])=[O:42]>CN(C)C=O.C(OCC)(=O)C>[Cl:2][C:3]1[CH:4]=[C:5]2[C:9](=[CH:10][CH:11]=1)[NH:8][C:7]([C:12]([NH:14][C@H:15]1[C@H:16]([NH:20][C:21]([C:23]3[S:24][C:25]4[CH2:26][N:27]([CH3:32])[CH2:28][CH2:29][C:30]=4[N:31]=3)=[O:22])[CH2:17][N:18]([CH2:40][C:41]([O:43][CH3:44])=[O:42])[CH2:19]1)=[O:13])=[CH:6]2 |f:0.1,2.3.4|. Procedure details: The compound (230 mg) obtained in Example 95 and potassium carbonate (90 mg) were dissolved in N,N-dimethylformamide (4.6 ml), and the mixture was cooled with ice. Methyl bromoacetate (0.062 ml) was added, and the resultant mixture was stirred for 45 minutes. The reaction mixture was diluted with ethyl acetate, washed with water and saturated aqueous solution of sodium chloride and then dried over anhydrous sodium sulfate, and the solvent was distilled off under reduced pressure. The resultant r... Reactants: O=C([O-])O, ClCCCl, CC1CCN(c2ccc3[nH]c(-c4nn(C5CCCCO5)c5ccc(N)cc45)nc3c2)CC1, O=C(O)C1CC1(F)F, [Na+], CN(C)C=O, On1nnc2ccccc21. Yields the product CC1CCN(c2ccc3[nH]c(-c4nn(C5CCCCO5)c5ccc(NC(=O)C6CC6(F)F)cc45)nc3c2)CC1. As a reaction SMILES: [C:47](=[O:48])([OH:49])[O-:50].[CH2:43]([Cl:44])[CH2:45][Cl:46].[CH3:1][CH:2]1[CH2:3][CH2:4][N:5]([c:8]2[cH:9][c:10]3[c:11]([nH:12][c:13](-[c:15]4[n:16][n:17]([CH:25]5[O:26][CH2:27][CH2:28][CH2:29][CH2:30]5)[c:18]5[cH:19][cH:20][c:21]([NH2:24])[cH:22][c:23]45)[n:14]3)[cH:31][cH:32]2)[CH2:6][CH2:7]1.[F:52][C:53]1([F:59])[CH:54]([C:56](=[O:57])[OH:58])[CH2:55]1.[Na+:51].[O:60]=[CH:61][N:62]([CH3:63])[CH3:64].[n:33]1([OH:34])[c:35]2[cH:36][cH:37][cH:38][cH:39][c:40]2[n:41][n:42]1>>[CH3:1][CH:2]1[CH2:3][CH2:4][N:5]([c:8]2[cH:9][c:10]3[c:11]([nH:12][c:13](-[c:15]4[n:16][n:17]([CH:25]5[O:26][CH2:27][CH2:28][CH2:29][CH2:30]5)[c:18]5[cH:19][cH:20][c:21]([NH:24][C:56]([CH:54]6[C:53]([F:52])([F:59])[CH2:55]6)=[O:57])[cH:22][c:23]45)[n:14]3)[cH:31][cH:32]2)[CH2:6][CH2:7]1. Reactants: [N+](=O)(O)[O-] (nitric acid), S(O)(O)(=O)=O (sulfuric acid), CC12CC3(CC(CC(C1)C3)C2)C (1,3-dimethyladamantane), C(=O)N (formamide). Run in O (water), ClCCl (dichloromethane). Conditions: temperature 0 celsius. Product: C(=O)NC12CC3(CC(CC(C1)C3)(C2)C)C (1-formamido-3,5-dimethyladamantane). The yield is 89.3%. Reaction SMILES: [N+]([O-])(O)=O.S(=O)(=O)(O)O.[CH3:10][C:11]12[CH2:20][CH:15]3[CH2:16][CH:17]([CH2:19][C:13]([CH3:21])([CH2:14]3)[CH2:12]1)[CH2:18]2.[CH:22]([NH2:24])=[O:23]>O.ClCCl>[CH:22]([NH:24][C:15]12[CH2:20][C:11]3([CH3:10])[CH2:18][CH:17]([CH2:19][C:13]([CH3:21])([CH2:12]3)[CH2:14]1)[CH2:16]2)=[O:23]. Procedure: In sequence, 4 mL 65% technical nitric acid and then within three hours 50 mL 98% technical sulfuric acid are added to 6.572 g (40 mmol) 1,3-dimethyladamantane at 0° C. It is stirred over night at 0° C. and the mixture is poured at 0° C. onto 100 mL formamide in a round bottom flask which is provided with a drying tube. This mixture is stirred for 30 min at 0° C. and for 90 min at room temperature and 200 mL dichloromethane and 200 mL water are added. After phase separation, the organic phase is... The reactants are FC1=CC=C(CN(C2=NC=CC=C2)CCN(CCCN)C)C=C1 (N-[2-[N-(4-fluorobenzyl)-N-(2-pyridyl)amino]ethyl]-N-methyl-1,3-propanediamine), C(=O)(N1C=NC=C1)N1C=NC=C1 (1,1'-carbonyldiimidazole), N(C(=N)N)C=1SC=C(N1)CSCCN (2-[[(2-guanidino-4-thiazolyl)methyl]thio]ethaneamine). Product: FC1=CC=C(CN(C2=NC=CC=C2)CCN(C)CCCNC(=O)NCCSCC=2N=C(SC2)NC(=N)N)C=C1 (N-[3-[N-[2-[N-(4-fluorobenzyl)-N-(2-pyridyl)amino]ethyl]-N-methylamino]propyl]-N'-[2-[[(2-guanidino-4-thiazolyl)methyl]thio]ethyl]urea). RXN SMILES: [F:1][C:2]1[CH:23]=[CH:22][C:5]([CH2:6][N:7]([CH2:14][CH2:15][N:16]([CH3:21])[CH2:17][CH2:18][CH2:19][NH2:20])[C:8]2[CH:13]=[CH:12][CH:11]=[CH:10][N:9]=2)=[CH:4][CH:3]=1.[C:24](N1C=CN=C1)(N1C=CN=C1)=[O:25].[NH:36]([C:40]1[S:41][CH:42]=[C:43]([CH2:45][S:46][CH2:47][CH2:48][NH2:49])[N:44]=1)[C:37]([NH2:39])=[NH:38]>>[F:1][C:2]1[CH:23]=[CH:22][C:5]([CH2:6][N:7]([CH2:14][CH2:15][N:16]([CH2:17][CH2:18][CH2:19][NH:20][C:24]([NH:49][CH2:48][CH2:47][S:46][CH2:45][C:43]2[N:44]=[C:40]([NH:36][C:37]([NH2:39])=[NH:38])[S:41][CH:42]=2)=[O:25])[CH3:21])[C:8]2[CH:13]=[CH:12][CH:11]=[CH:10][N:9]=2)=[CH:4][CH:3]=1. Procedure details: Preparation is effected analogously to Example 63, using 0.33 g (1.05 mmol) of N-[2-[N-(4-fluorobenzyl)-N-(2-pyridyl)amino]ethyl]-N-methyl-1,3-propanediamine and the equimolar amounts of 1,1'-carbonyldiimidazole and 2-[[(2-guanidino-4-thiazolyl)methyl]thio]ethaneamine as starting materials. Working up by chromatography analogously to Example 63 yields the purified title compound in the form of a dry foam. MS (+FAB method): m/z (rel. int. [%])=574 ([M+H]+, 9), 109 (100) IR (KBr): 1682 cm-1 (C=O).